Dataset: the Open Reaction Database (ORD), a public repository of structured organic reaction records. Task: describe an organic reaction: reactants, conditions, products, and yield The reactants are NC1=CC2=C(N=CN2)C=C1 (5-aminobenzimidazole), PdC, TEA, FC=1C=C(C=O)C=CC1OCCC (3-fluoro-4-propoxybenzaldehyde), [Si](C)(C)(C)C#N (TMSCN), N1(C=NC=C1)C(=O)N1C=NC=C1 (di-(imidazol-1-yl)methanone). The product is N1C=NC2=C1C=CC(=C2)N2C(NCC2C2=CC(=C(C=C2)OCCC)F)=O (1-(1H-benzo[d]imidazol-5-yl)-5-(3-fluoro-4-propoxyphenyl)imidazolidin-2-one). As a reaction SMILES: [NH2:1][C:2]1[CH:10]=[CH:9][C:5]2[N:6]=[CH:7][NH:8][C:4]=2[CH:3]=1.[F:11][C:12]1[CH:13]=[C:14]([CH:17]=[CH:18][C:19]=1[O:20][CH2:21][CH2:22][CH3:23])[CH:15]=O.[Si](C#N)(C)(C)C.[N:30]1([C:35](N2C=CN=C2)=[O:36])C=CN=[CH:31]1>>[NH:6]1[C:5]2[CH:9]=[CH:10][C:2]([N:1]3[CH:15]([C:14]4[CH:17]=[CH:18][C:19]([O:20][CH2:21][CH2:22][CH3:23])=[C:12]([F:11])[CH:13]=4)[CH2:31][NH:30][C:35]3=[O:36])=[CH:3][C:4]=2[N:8]=[CH:7]1. Procedure details: The compound was further synthesized starting from 5-aminobenzimidazole (0.806 g, 6.1 mmol), 3-fluoro-4-propoxybenzaldehyde (1.0 g, 5.5 mmol), TMSCN (0.69 mL, 5.5 mmol), PdC (10%, 0.02 g), TEA 1.44 mL, 10.3 mmol), di-(imidazol-1-yl)methanone (0.92 g, 5.6 mmol) as described in method 2. The reactants are BrC=1C=C(C=CC1O)C=CC(=O)OCC (ethyl 3-(3-bromo-4-hydroxyphenyl)acrylate), C(CC)OC1=C(C=C(C=C1C(C)(C)C)C(C)(C)C)B(O)O (2-propyloxy-3,5-di-tert-butylphenylboronic acid). The product is C(C)(C)(C)C=1C(=C(C=C(C1)C(C)(C)C)C1=CC(=CC=C1O)C=CC(=O)O)OCCC (3-(3′,5′-di-tert-butyl-6-hydroxy-2′-propyloxy-3-biphenylyl)acrylic Acid). Yield: 4.6%. Reaction SMILES: Br[C:2]1[CH:3]=[C:4]([CH:9]=[CH:10][C:11]([O:13]CC)=[O:12])[CH:5]=[CH:6][C:7]=1[OH:8].[CH2:16]([O:19][C:20]1[C:25]([C:26]([CH3:29])([CH3:28])[CH3:27])=[CH:24][C:23]([C:30]([CH3:33])([CH3:32])[CH3:31])=[CH:22][C:21]=1B(O)O)[CH2:17][CH3:18]>>[C:26]([C:25]1[C:20]([O:19][CH2:16][CH2:17][CH3:18])=[C:21]([C:2]2[C:7]([OH:8])=[CH:6][CH:5]=[C:4]([CH:9]=[CH:10][C:11]([OH:13])=[O:12])[CH:3]=2)[CH:22]=[C:23]([C:30]([CH3:33])([CH3:32])[CH3:31])[CH:24]=1)([CH3:29])([CH3:27])[CH3:28]. Procedure details: In a manner similar to that of Example 1(c), by reaction of 1.0 g (3.7 mmol) of ethyl 3-(3-bromo-4-hydroxyphenyl)acrylate obtained in Example 34(d) with 2.14 g (7.33 mmol) of 2-propyloxy-3,5-di-tert-butylphenylboronic acid obtained above, 70 mg (4%) of the expected compound were obtained in the form of a colorless oil. The reactants are CCc1cc(-c2ccc(S(=O)(=O)Cl)o2)c(C)[nH]c1=O, NCc1ccccn1. Product: CCc1cc(-c2ccc(S(=O)(=O)NCc3ccccn3)o2)c(C)[nH]c1=O, Cl. Reaction SMILES: [CH2:1]([CH3:2])[c:3]1[cH:4][c:5](-[c:11]2[cH:12][cH:13][c:14]([S:16](=[O:17])(=[O:18])[Cl:19])[o:15]2)[c:6]([CH3:10])[nH:7][c:8]1=[O:9].[n:20]1[c:21]([CH2:26][NH2:27])[cH:22][cH:23][cH:24][cH:25]1>>[CH2:1]([CH3:2])[c:3]1[cH:4][c:5](-[c:11]2[cH:12][cH:13][c:14]([S:16](=[O:17])(=[O:18])[NH:27][CH2:26][c:21]3[n:20][cH:25][cH:24][cH:23][cH:22]3)[o:15]2)[c:6]([CH3:10])[nH:7][c:8]1=[O:9].[ClH:19]. Reactants: COC(=O)C=1SC(=C2C1CCC2)C2=NOC(C2)(C(F)(F)F)C2=CC(=C(C(=C2)Cl)F)Cl (3-[5-(3,5-Dichloro-4-fluoro-phenyl)-5-trifluoromethyl-4,5-dihydro-isoxazol-3-yl]-5,6-dihydro-4H-cyclopenta[c]thiophene-1-carboxylic acid methyl ester), O[Li].O (LiOH—H2O). The solvent is O (water), C1CCOC1 (THF). Product: ClC=1C=C(C=C(C1F)Cl)C1(CC(=NO1)C1=C2C(=C(S1)C(=O)O)CCC2)C(F)(F)F (3-[5-(3,5-Dichloro-4-fluoro-phenyl)-5-trifluoromethyl-4,5-dihydro-isoxazol-3-yl]-5,6-dihydro-4H-cyclopenta[c]thiophene-1-carboxylic acid). As a reaction SMILES: C[O:2][C:3]([C:5]1[S:6][C:7]([C:13]2[CH2:17][C:16]([C:22]3[CH:27]=[C:26]([Cl:28])[C:25]([F:29])=[C:24]([Cl:30])[CH:23]=3)([C:18]([F:21])([F:20])[F:19])[O:15][N:14]=2)=[C:8]2[CH2:12][CH2:11][CH2:10][C:9]=12)=[O:4].O[Li].O>O.C1COCC1>[Cl:30][C:24]1[CH:23]=[C:22]([C:16]2([C:18]([F:20])([F:21])[F:19])[O:15][N:14]=[C:13]([C:7]3[S:6][C:5]([C:3]([OH:4])=[O:2])=[C:9]4[CH2:10][CH2:11][CH2:12][C:8]=34)[CH2:17]2)[CH:27]=[C:26]([Cl:28])[C:25]=1[F:29] |f:1.2|. Procedure: Stir a mixture of 3-[5-(3,5-Dichloro-4-fluoro-phenyl)-5-trifluoromethyl-4,5-dihydro-isoxazol-3-yl]-5,6-dihydro-4H-cyclopenta[c]thiophene-1-carboxylic acid methyl ester (26 g, 54.1 mmol) and LiOH—H2O (4.54 g, 0.108 mmol) in water (200 mL) and THF (400 mL) at 50° C. for 0.5 hour. After removal of organic solvent under vacuum, dilute the residue with ice water (100 mL). Acidify the aqueous mixture with conc. HCl to pH=1, and extract the resultant mixture with EtOAc (200 mL×3). Purify the residue by... Starting materials: N1N=CN=C1 (1,2,4-Triazole), FC(C(=O)O)(F)F (Trifluoroacetic acid). Solvent: O (water). Conditions: time 1 hour. Product: [O-]C(=O)C(F)(F)F.[NH+]=1NC=NC1 (1,2,4-Triazolium TFA). RXN SMILES: [NH:1]1[CH:5]=[N:4][CH:3]=[N:2]1.[F:6][C:7]([F:12])([F:11])[C:8]([OH:10])=[O:9]>O>[O-:10][C:8]([C:7]([F:12])([F:11])[F:6])=[O:9].[NH+:1]1[NH:2][CH:3]=[N:4][CH:5]=1 |f:3.4|. Procedure: 1,2,4-Triazole (2.0 g, 28.96 mmol) was dissolved in 5 ml of distilled water. Trifluoroacetic acid (2.15 ml, 3.30 g, 28.96 mmol) was added via syringe at room temperature and the reaction was stirred at room temperature for 1 hour. The water was removed in vacuo with heating to approximately 90° C. for 4 hours. The reactants are CC(C)(C)OC(=O)N1CCN(CCN)CC1, O=C(Cl)C(=O)Cl, ClCCl, O=C(O)C=Cc1cccnc1. The product is CC(C)(C)OC(=O)N1CCN(CCNC(=O)C=Cc2cccnc2)CC1. Reaction SMILES: [C:18]([CH3:19])([CH3:20])([CH3:21])[O:22][C:23](=[O:24])[N:25]1[CH2:26][CH2:27][N:28]([CH2:31][CH2:32][NH2:33])[CH2:29][CH2:30]1.[Cl:12][C:13]([C:14]([Cl:15])=[O:16])=[O:17].[Cl:34][CH2:35][Cl:36].[n:1]1[cH:2][c:3]([CH:7]=[CH:8][C:9](=[O:10])[OH:11])[cH:4][cH:5][cH:6]1>>[n:1]1[cH:2][c:3]([CH:7]=[CH:8][C:9](=[O:11])[NH:33][CH2:32][CH2:31][N:28]2[CH2:27][CH2:26][N:25]([C:23]([O:22][C:18]([CH3:19])([CH3:20])[CH3:21])=[O:24])[CH2:30][CH2:29]2)[cH:4][cH:5][cH:6]1. Starting materials: C(CCl)Cl (EDC), ClC1=C(C(=CC=C1)Cl)N1N=C(C(=N1)C(=O)O)COC1=CC=CC=C1 (2-(2,6-Dichloro-phenyl)-5-phenoxymethyl-2H-[1,2,3]triazole-4-carboxylic acid), NC=1C=C(C(=O)OC)C=CC1 (methyl 3-aminobenzoate), ON1N=NC2=C1C=CC=C2 (N-hydoxybenzotriazole). The reagents and catalysts are CN(C)C=1C=CN=CC1 (4-DMAP). The solvent is CN(C)C=O (DMF), C(C)(=O)OCC (ethyl acetate). Run at time 72 hour. Yields the product COC(C1=CC(=CC=C1)NC(=O)C1=NN(N=C1COC1=CC=CC=C1)C1=C(C=CC=C1Cl)Cl)=O (3-{[2-(2,6-Dichloro-phenyl)-5-phenoxymethyl-2H-[1,2,3]triazole-4-carbonyl]-amino}-benzoic acid methyl ester). Isolated yield 62.3%. Reaction SMILES: C(Cl)CCl.[Cl:5][C:6]1[CH:11]=[CH:10][CH:9]=[C:8]([Cl:12])[C:7]=1[N:13]1[N:17]=[C:16]([C:18](O)=[O:19])[C:15]([CH2:21][O:22][C:23]2[CH:28]=[CH:27][CH:26]=[CH:25][CH:24]=2)=[N:14]1.[NH2:29][C:30]1[CH:31]=[C:32]([CH:37]=[CH:38][CH:39]=1)[C:33]([O:35][CH3:36])=[O:34].ON1C2C=CC=CC=2N=N1>CN(C1C=CN=CC=1)C.CN(C=O)C.C(OCC)(=O)C>[CH3:36][O:35][C:33](=[O:34])[C:32]1[CH:37]=[CH:38][CH:39]=[C:30]([NH:29][C:18]([C:16]2[C:15]([CH2:21][O:22][C:23]3[CH:28]=[CH:27][CH:26]=[CH:25][CH:24]=3)=[N:14][N:13]([C:7]3[C:6]([Cl:5])=[CH:11][CH:10]=[CH:9][C:8]=3[Cl:12])[N:17]=2)=[O:19])[CH:31]=1. Procedure: EDC (869 mg, 4.53 mmol) was added to a stirred solution of the product from step c (1.10 g, 3.02 mmol), methyl 3-aminobenzoate (685 mg, 4.53 mmol), N-hydoxybenzotriazole (612 mg, 4.53 mmol) and 4-DMAP (cat) in DMF (10 ml). The solution was stirred for 72 h and then diluted with ethyl acetate (40 mL). The solution was washed sequentially with water (40 mL) and twice with brine (40 mL). The organic phase was dried (MgSO4) and the filtrate was evaporated at reduced pressure. The residue was purifie... Run in C(Cl)Cl.CO (CH2Cl2 MeOH). Starting materials: C(C)(C)(C)OC(=O)N1CCN(CC1)C=1C=NC(=CC1)NC=1N=CC2=C(N1)N(C(C=C2)=O)C2CCCC2 (4-[6-(8-cyclopentyl-7-oxo-7,8-dihydro-pyrido[2,3-d]pyrimidin-2-ylamino)-pyridin-3-yl]-piperazine-1-carboxylic acid tert-butyl ester), Cl (HCl). The product is Cl.C1(CCCC1)N1C(C=CC2=C1N=C(N=C2)NC2=NC=C(C=C2)N2CCNCC2)=O (8-cyclopentyl-2-(5-piperazin-1-yl-pyridin-2-ylamino)-8H-pyrido[2,3-d]pyrimidin-7-one hydrochloride salt). Reaction conditions: time 6 hour. As a reaction SMILES: C(OC([N:8]1[CH2:13][CH2:12][N:11]([C:14]2[CH:15]=[N:16][C:17]([NH:20][C:21]3[N:22]=[CH:23][C:24]4[CH:30]=[CH:29][C:28](=[O:31])[N:27]([CH:32]5[CH2:36][CH2:35][CH2:34][CH2:33]5)[C:25]=4[N:26]=3)=[CH:18][CH:19]=2)[CH2:10][CH2:9]1)=O)(C)(C)C.[ClH:37]>C(Cl)Cl.CO>[ClH:37].[CH:32]1([N:27]2[C:25]3[N:26]=[C:21]([NH:20][C:17]4[CH:18]=[CH:19][C:14]([N:11]5[CH2:10][CH2:9][NH:8][CH2:13][CH2:12]5)=[CH:15][N:16]=4)[N:22]=[CH:23][C:24]=3[CH:30]=[CH:29][C:28]2=[O:31])[CH2:36][CH2:35][CH2:34][CH2:33]1 |f:2.3,4.5|. Reported procedure: A solution of 4-[6-(8-cyclopentyl-7-oxo-7,8-dihydro-pyrido[2,3-d]pyrimidin-2-ylamino)-pyridin-3-yl]-piperazine-1-carboxylic acid tert-butyl ester (143 mg, 0.29 mmol) in CH2Cl2/MeOH (6 mL/1.5 mL) was treated with HCl gas at room temperature for ˜3 min. The solution was stirred at room temperature for ˜6 hours then filtered to collect the solid. This solid was washed with CH2Cl2 and dried in vacuo to yield 8-cyclopentyl-2-(5-piperazin-1-yl-pyridin-2-ylamino)-8H-pyrido[2,3-d]pyrimidin-7-one hydroch... The yield is 66.0%. The reactants are 56, [OH-].[Na+] (sodium hydroxide), 162, C(C=C)C1=C(C=CC(=C1)F)O (2-allyl-4-fluorophenol), BrCCCBr (1,3-dibromopropane). Run in O (water), O (water). Yields the product 142, C(C=C)C=1C=C(C=CC1OCCCBr)F (3-allyl-4-(3-bromopropoxy)fluorobenzene). Reaction SMILES: [CH2:1]([C:4]1[CH:9]=[C:8]([F:10])[CH:7]=[CH:6][C:5]=1[OH:11])[CH:2]=[CH2:3].[Br:12][CH2:13][CH2:14][CH2:15]Br.[OH-].[Na+]>O>[CH2:1]([C:4]1[CH:9]=[C:8]([F:10])[CH:7]=[CH:6][C:5]=1[O:11][CH2:15][CH2:14][CH2:13][Br:12])[CH:2]=[CH2:3] |f:2.3|. Reported procedure: To a stirred and refluxing mixture of 162 parts of 2-allyl-4-fluorophenol, 363 parts of 1,3-dibromopropane in 700 parts of water is added dropwise a solution of 56 parts of sodium hydroxide in 175 parts of water. Upon completion, the whole is stirred and refluxed for 8 hours. After cooling, the aqueous layer is separated and extracted with chloroform. The extract is dried over magnesium sulfate, filtered and evaporated. The oily residue is distilled twice, yielding 142 parts of 3-allyl-4-(3-brom...